This data is from the Open Reaction Database (ORD), a public repository of structured organic reaction records. The task is: describe an organic reaction: reactants, conditions, products, and yield Starting materials: O (water), CCN=C=NCCCN(C)C (WSC), OC1=C(C(OC(=C1)C)=O)C(=O)O (4-hydroxy-6-methyl-2-oxo-2H-pyrane-3-carboxylic acid), C(CC)O (1-propanol). Reagents/catalysts: CN(C1=CC=NC=C1)C (4-dimethylaminopyridine). Solvent: C1(=CC=CC=C1)C (toluene). Reaction conditions: time 16 hour. Yields the product OC1=C(C(OC(=C1)C)=O)C(=O)OCCC (propyl 4-hydroxy-6-methyl-2-oxo-2H-pyrane-3-carboxylate). Isolated yield 34.9%. As a reaction SMILES: [OH:1][C:2]1[CH:7]=[C:6]([CH3:8])[O:5][C:4](=[O:9])[C:3]=1[C:10]([OH:12])=[O:11].[CH2:13](O)[CH2:14][CH3:15].CCN=C=NCCCN(C)C.O>C1(C)C=CC=CC=1.CN(C)C1C=CN=CC=1>[OH:1][C:2]1[CH:7]=[C:6]([CH3:8])[O:5][C:4](=[O:9])[C:3]=1[C:10]([O:12][CH2:13][CH2:14][CH3:15])=[O:11]. Procedure: In 30 ml of toluene, 0.85 g of 4-hydroxy-6-methyl-2-oxo-2H-pyrane-3-carboxylic acid, 0.9 g of 1-propanol and 0.12 g of 4-dimethylaminopyridine were dissolved, and 0.96 g of WSC was added to the mixture, and the mixture was stirred at room temperature for 16 hours. Subsequently, water was poured into the reaction mixture, and the reaction mixture was extracted with ethyl acetate. The resultant organic layer was washed with saturated a saturated solution of sodium chrolide, dried over anhydrous ma... Reactants: CCO, O=C(c1ccc(CBr)cc1)c1ccc(Cl)cc1Cl, [Na+], [OH-], O, Cn1c(S)nc2ccccc2c1=O. The product is Cn1c(SCc2ccc(C(=O)c3ccc(Cl)cc3Cl)cc2)nc2ccccc2c1=O. RXN SMILES: [CH3:34][CH2:35][OH:36].[Cl:16][c:17]1[c:18]([C:19](=[O:20])[c:21]2[cH:22][cH:23][c:24]([CH2:25][Br:26])[cH:27][cH:28]2)[cH:29][cH:30][c:31]([Cl:33])[cH:32]1.[Na+:15].[OH-:14].[OH2:37].[SH:1][c:2]1[n:3][c:4]2[cH:5][cH:6][cH:7][cH:8][c:9]2[c:10](=[O:13])[n:11]1[CH3:12]>>[S:1]([c:2]1[n:3][c:4]2[cH:5][cH:6][cH:7][cH:8][c:9]2[c:10](=[O:13])[n:11]1[CH3:12])[CH2:25][c:24]1[cH:23][cH:22][c:21]([C:19]([c:18]2[c:17]([Cl:16])[cH:32][c:31]([Cl:33])[cH:30][cH:29]2)=[O:20])[cH:28][cH:27]1. The reactants are [CH2]C, C1CCOC1, CCOC(C)=O, O=C1C=C(Cl)C(=O)C=C1Cl, Cl. The product is CCOC(=O)CC1(O)C=C(Cl)C(=O)C=C1Cl. RXN SMILES: [CH2:1][CH3:2].[CH2:20]1[O:21][CH2:22][CH2:23][CH2:24]1.[CH3:14][CH2:15][O:16][C:17]([CH3:18])=[O:19].[Cl:3][C:4]1=[CH:9][C:8](=[O:10])[C:7]([Cl:11])=[CH:6][C:5]1=[O:12].[ClH:13]>>[Cl:3][C:4]1=[CH:9][C:8](=[O:10])[C:7]([Cl:11])=[CH:6][C:5]1([OH:12])[CH2:18][C:17]([O:16][CH2:15][CH3:14])=[O:19]. Starting materials: C1(=CC=CC=C1)C1(CCCC1)C(=O)O (1-phenylcyclopentanecarboxylic acid), CC(C(C(=O)N[C@H]1CC[C@H]2CN(C[C@H]21)CC2=CC(=CC=C2)C(F)(F)F)C2=CC=CC=C2)C (3-methyl-2-phenyl-N-{(3aS*,4S*,6aR*)-2-[3-(trifluoromethyl)benzyl]octahydrocyclopenta[c]pyrrol-4-yl}butanamide), C(C1=CC=CC=C1)N1C[C@H]2[C@@H](C1)C(CC2)N ((3aS*,6aR*)-2-benzyloctahydrocyclopenta[c]pyrrol-4-amine). Product: CC(C(C(=O)N[C@@H]1CC[C@H]2CN(C[C@H]21)CC2=CC(=CC=C2)C(F)(F)F)C2=CC=CC=C2)(C)C (3,3-dimethyl-2-phenyl-N-{(3aS*,4R*,6aR*)-2-[3-(trifluoromethyl)benzyl]octahydrocyclopenta[c]pyrrol-4-yl}butanamide). RXN SMILES: [C:1]1(C2(C(O)=O)CCCC2)C=CC=CC=1.[CH3:15][CH:16]([CH3:46])[CH:17]([C:40]1[CH:45]=[CH:44][CH:43]=[CH:42][CH:41]=1)[C:18]([NH:20][C@@H:21]1[C@H:28]2[C@H:24]([CH2:25][N:26]([CH2:29][C:30]3[CH:35]=[CH:34][CH:33]=[C:32]([C:36]([F:39])([F:38])[F:37])[CH:31]=3)[CH2:27]2)[CH2:23][CH2:22]1)=[O:19].C(N1C[C@H]2C(N)CC[C@H]2C1)C1C=CC=CC=1>>[CH3:15][C:16]([CH3:1])([CH3:46])[CH:17]([C:40]1[CH:45]=[CH:44][CH:43]=[CH:42][CH:41]=1)[C:18]([NH:20][C@H:21]1[C@H:28]2[C@H:24]([CH2:25][N:26]([CH2:29][C:30]3[CH:35]=[CH:34][CH:33]=[C:32]([C:36]([F:37])([F:38])[F:39])[CH:31]=3)[CH2:27]2)[CH2:23][CH2:22]1)=[O:19]. Reported procedure: The title compound was prepared by substituting 3,3-dimethyl-2-phenylbutanoic acid for 1-phenylcyclopentanecarboxylic acid and (3aS*,4R*,6aR*)-2-(3-(trifluoromethyl)benzyl)octahydrocyclopenta[c]pyrrol-4-amine from Example 122 Step E for (3aS*,6aR*)-2-benzyloctahydrocyclopenta[c]pyrrol-4-amine in the procedure described for Example 2: 1H NMR (400 MHz,) δ ppm 8.47 (t, J=6.7, 1H), 7.77 (s, 0.5H), 7.71 (d, J=7.3, 2H), 7.60 (d, J=7.7, 0.5H), 7.54 (s, 1H), 7.43 (dd, J=8.1, 16.6, 1H), 7.35-7.24 (m, 4H)... The reactants are ClC=1C=NC(=NC1)C(=C)[C@@H]1CC[C@H](CC1)C(=O)OC (methyl trans-4-[1-(5-chloropyrimidin-2-yl)ethenyl]cyclohexanecarboxylate), FC(C1=NC(=NC=C1)NC1=CC(=CC(=C1)B1OC(C(O1)(C)C)(C)C)C)F (4-(difluoromethyl)-N-[3-methyl-5-(4,4,5,5-tetramethyl-1,3,2-dioxaborolan-2-yl)phenyl]pyrimidin-2-amine), CC(C)C1=CC(=C(C(=C1)C(C)C)C2=C(C=CC=C2)P(C3CCCCC3)C4CCCCC4)C(C)C (XPhos), [O-]P(=O)([O-])[O-].[K+].[K+].[K+] (potassium phosphate tribasic). Reagents/catalysts: C=1C=CC(=CC1)/C=C/C(=O)/C=C/C2=CC=CC=C2.C=1C=CC(=CC1)/C=C/C(=O)/C=C/C2=CC=CC=C2.C=1C=CC(=CC1)/C=C/C(=O)/C=C/C2=CC=CC=C2.[Pd].[Pd] (tris(dibenzylideneacetone)-dipalladium(0)). The solvent is O1CCOCC1 (1,4-dioxane), O (water), [Cl-].[Na+].O (brine). Run at temperature 110 celsius, time 3 hour. Product: FC(C1=NC(=NC=C1)NC=1C=C(C=C(C1)C)C=1C=NC(=NC1)C(=C)[C@@H]1CC[C@H](CC1)C(=O)OC)F (methyl trans-4-{1-[5-(3-{[4-(difluoromethyl)pyrimidin-2-yl]amino}-5-methylphenyl)pyrimidin-2-yl]ethenyl}cyclohexanecarboxylate). As a reaction SMILES: Cl[C:2]1[CH:3]=[N:4][C:5]([C:8]([C@H:10]2[CH2:15][CH2:14][C@H:13]([C:16]([O:18][CH3:19])=[O:17])[CH2:12][CH2:11]2)=[CH2:9])=[N:6][CH:7]=1.[F:20][CH:21]([F:45])[C:22]1[CH:27]=[CH:26][N:25]=[C:24]([NH:28][C:29]2[CH:34]=[C:33](B3OC(C)(C)C(C)(C)O3)[CH:32]=[C:31]([CH3:44])[CH:30]=2)[N:23]=1.CC(C1C=C(C(C)C)C(C2C=CC=CC=2P(C2CCCCC2)C2CCCCC2)=C(C(C)C)C=1)C.[O-]P([O-])([O-])=O.[K+].[K+].[K+]>O1CCOCC1.O.[Cl-].[Na+].O.C1C=CC(/C=C/C(/C=C/C2C=CC=CC=2)=O)=CC=1.C1C=CC(/C=C/C(/C=C/C2C=CC=CC=2)=O)=CC=1.C1C=CC(/C=C/C(/C=C/C2C=CC=CC=2)=O)=CC=1.[Pd].[Pd]>[F:45][CH:21]([F:20])[C:22]1[CH:27]=[CH:26][N:25]=[C:24]([NH:28][C:29]2[CH:34]=[C:33]([C:2]3[CH:3]=[N:4][C:5]([C:8]([C@H:10]4[CH2:15][CH2:14][C@H:13]([C:16]([O:18][CH3:19])=[O:17])[CH2:12][CH2:11]4)=[CH2:9])=[N:6][CH:7]=3)[CH:32]=[C:31]([CH3:44])[CH:30]=2)[N:23]=1 |f:3.4.5.6,9.10.11,12.13.14.15.16|. Procedure: A mixture of methyl trans-4-[1-(5-chloropyrimidin-2-yl)ethenyl]cyclohexanecarboxylate (8 mg, 0.028 mmol), 4-(difluoromethyl)-N-[3-methyl-5-(4,4,5,5-tetramethyl-1,3,2-dioxaborolan-2-yl)phenyl]pyrimidin-2-amine (10.3 mg, 0.028 mmol), tris(dibenzylideneacetone)-dipalladium(0) (1.3 mg, 1.42 μmol), XPhos (1.36 mg, 2.85 μmol) and potassium phosphate tribasic (18 mg, 0.085 mmol) in 1,4-dioxane (2 mL) and water (0.5 mL) was stirred at 110° C. under a nitrogen atmosphere for 3 hours. After cooling to roo...